From a dataset of the Open Reaction Database (ORD), a public repository of structured organic reaction records. describe an organic reaction: reactants, conditions, products, and yield The reactants are FC1=C(CC2=NNC=3C2=NC=CC3)C=CC=C1 (3-(2-fluorobenzyl)-1H-pyrazolo[4,3-b]pyridine), ClC1=NC(=C(C(=N1)N)[N+](=O)[O-])N (2-chloro-5-nitropyrimidine-4,6-diamine), C1(CCCCC1)P(C1=C(C=CC=C1)C1=C(C=C(C=C1C(C)C)C(C)C)C(C)C)C1CCCCC1 (dicyclohexyl(2′,4′,6′-triisopropylbiphenyl-2-yl)phosphine), C([O-])([O-])=O.[Cs+].[Cs+] (cesium carbonate). The reagents and catalysts are C=1C=CC(=CC1)/C=C/C(=O)/C=C/C2=CC=CC=C2.C=1C=CC(=CC1)/C=C/C(=O)/C=C/C2=CC=CC=C2.C=1C=CC(=CC1)/C=C/C(=O)/C=C/C2=CC=CC=C2.[Pd].[Pd] (tris(dibenzylideneacetone)dipalladium). The solvent is CN(C)C=O (DMF), C1(=CC=CC=C1)C (toluene). Run at temperature 90 celsius. Yields the product FC1=C(CC2=NN(C=3C2=NC=CC3)C3=NC(=C(C(=N3)N)[N+](=O)[O-])N)C=CC=C1 (2-[3-(2-Fluorobenzyl)-1H-pyrazolo[4,3-b]pyridin-1-yl]-5-nitropyrimidine-4,6-diamine). As a reaction SMILES: [F:1][C:2]1[CH:17]=[CH:16][CH:15]=[CH:14][C:3]=1[CH2:4][C:5]1[C:9]2=[N:10][CH:11]=[CH:12][CH:13]=[C:8]2[NH:7][N:6]=1.Cl[C:19]1[N:24]=[C:23]([NH2:25])[C:22]([N+:26]([O-:28])=[O:27])=[C:21]([NH2:29])[N:20]=1.C1(P(C2CCCCC2)C2C=CC=CC=2C2C(C(C)C)=CC(C(C)C)=CC=2C(C)C)CCCCC1.C(=O)([O-])[O-].[Cs+].[Cs+]>C1C=CC(/C=C/C(/C=C/C2C=CC=CC=2)=O)=CC=1.C1C=CC(/C=C/C(/C=C/C2C=CC=CC=2)=O)=CC=1.C1C=CC(/C=C/C(/C=C/C2C=CC=CC=2)=O)=CC=1.[Pd].[Pd].CN(C=O)C.C1(C)C=CC=CC=1>[F:1][C:2]1[CH:17]=[CH:16][CH:15]=[CH:14][C:3]=1[CH2:4][C:5]1[C:9]2=[N:10][CH:11]=[CH:12][CH:13]=[C:8]2[N:7]([C:19]2[N:20]=[C:21]([NH2:29])[C:22]([N+:26]([O-:28])=[O:27])=[C:23]([NH2:25])[N:24]=2)[N:6]=1 |f:3.4.5,6.7.8.9.10|. Procedure details: A solution of 600 mg (2.64 mmol) of 3-(2-fluorobenzyl)-1H-pyrazolo[4,3-b]pyridine from example 4A, 501 mg (2.64 mmol) of 2-chloro-5-nitropyrimidine-4,6-diamine [Bitterli et al., Helv. Chim. Acta 1951, 34, 835], 48.4 mg (0.053 mmol) of tris(dibenzylideneacetone)dipalladium, 75.5 mg (0.158 mmol) of dicyclohexyl(2′,4′,6′-triisopropylbiphenyl-2-yl)phosphine (XPHOS) and 1.20 g (3.70 mmol) of cesium carbonate in a degassed mixture of 10 ml of toluene and 10 ml of DMF is heated at 90° C. for 4 h. Cooli... Reactants: C(C)OC(CC(=O)NC1(CC1)CC=O)=O (N-[1-(2-Oxo-ethyl)-cyclopropyl]-malonamic acid ethyl ester), [Na] (sodium). The solvent is C1(=CC=CC=C1)C (toluene), CO (MeOH). Yields the product COC(=O)C1C(NC2(CC2)CC1=O)=O (5,7-Dioxo-4-aza-spiro[2.5]octane-6-carboxylic acid methyl ester). As a reaction SMILES: [CH2:1]([O:3][C:4](=[O:15])[CH2:5][C:6]([NH:8][C:9]1([CH2:12][CH:13]=[O:14])[CH2:11][CH2:10]1)=[O:7])C.[Na]>C1(C)C=CC=CC=1.CO>[CH3:1][O:3][C:4]([CH:5]1[C:13](=[O:14])[CH2:12][C:9]2([CH2:11][CH2:10]2)[NH:8][C:6]1=[O:7])=[O:15] |^1:15|. Reported procedure: N-[1-(2-Oxo-ethyl)-cyclopropyl]-malonamic acid ethyl ester (200 mg; 0.823 mmol) in toluene (3 ml) is added to a solution of sodium (18.9 mg; 0.823 mmol) in MeOH (1 ml). The reaction mixture is refluxed for 45 minutes, poured on water and washed with TBME. The aqueous phase is acidified with 2N HCl (0.2 ml) and evaporated to dryness to yield the title compound as yellow resin (162 mg; 100%). 1H-NMR (400 MHz; DMSO-d6): 8.39 (s, 1H); 3.73 (s, 3H); 3.18 (s, 1H); 2.48 (s, 2H); 0.76 (m, 2H); 0.64 (m, ... Starting materials: CC(C)(C)OC(=O)NC1(CC=CC(=O)O)CCC1, CC(Nc1ccc(F)c(F)c1)C(=O)O. The product is NC1(CC=CC(=O)O)CCC1. Reaction SMILES: [C:15]([O:16][C:17](=[O:18])[NH:22][C:23]1([CH2:27][CH:28]=[CH:29][C:30](=[O:31])[OH:32])[CH2:24][CH2:25][CH2:26]1)([CH3:19])([CH3:20])[CH3:21].[F:1][c:2]1[cH:3][c:4]([NH:5][CH:6]([C:7]([OH:8])=[O:9])[CH3:10])[cH:11][cH:12][c:13]1[F:14]>>[NH2:22][C:23]1([CH2:27][CH:28]=[CH:29][C:30](=[O:31])[OH:32])[CH2:24][CH2:25][CH2:26]1. The reactants are ClC=1C=C(C#N)C=CC1C1=NC2=CC=C(C=C2C=C1)O (3-chloro-4-(6-hydroxyquinolin-2-yl)benzonitrile), [N-]=[N+]=[N-].[Na+] (NaN3), [Li+].[Cl-] (LiCl). The solvent is COCCOCCO (diethylene glycol monomethyl ether). Product: ClC1=C(C=CC(=C1)C=1N=NNN1)C1=NC2=CC=C(C=C2C=C1)O (2-(2-chloro-4-(2H-tetrazol-5-yl)phenyl)quinolin-6-ol). Yield: 12.1%. Reaction SMILES: [Cl:1][C:2]1[CH:3]=[C:4]([CH:7]=[CH:8][C:9]=1[C:10]1[CH:19]=[CH:18][C:17]2[C:12](=[CH:13][CH:14]=[C:15]([OH:20])[CH:16]=2)[N:11]=1)[C:5]#[N:6].[N-:21]=[N+:22]=[N-:23].[Na+].[Li+].[Cl-]>COCCOCCO>[Cl:1][C:2]1[CH:3]=[C:4]([C:5]2[N:21]=[N:22][NH:23][N:6]=2)[CH:7]=[CH:8][C:9]=1[C:10]1[CH:19]=[CH:18][C:17]2[C:12](=[CH:13][CH:14]=[C:15]([OH:20])[CH:16]=2)[N:11]=1 |f:1.2,3.4|. Procedure: A mixture of 3-chloro-4-(6-hydroxyquinolin-2-yl)benzonitrile (230 mg, 0.819 mmol), NaN3 (55 mg, 0.820 mmol) and LiCl (70 mg, 1.64 mmol) in diethylene glycol monomethyl ether (5 mL) was refluxed for 4 hours. The resulting mixture was cooled, filtered through silica gel pad and purified by prep-HPLC (0.1% TFA as additive) to give Compound 23 (32 mg, yield 12%). 1H NMR (CD3OD, 400 MHz): δ 8.52 (d, J=8.4 Hz, 1H), 8.34 (s, 1H), 8.21 (d, J=8.0 Hz, 1H), 8.04 (d, J=9.2 Hz, 1H), 7.92-7.82 (m, 2H), 7.54 (... Product: CCCCS(=O)(=O)Nc1ccc(N2CCC(NCC(O)COc3ccc(O)c4c3CCC(=O)N4)CC2)cc1. RXN SMILES: [NH2:22][CH2:23][CH:24]([CH2:25][O:26][c:27]1[c:28]2[c:33]([c:34]([OH:37])[cH:35][cH:36]1)[NH:32][C:31](=[O:38])[CH2:30][CH2:29]2)[OH:39].[O:1]=[C:2]1[CH2:3][CH2:4][N:5]([c:8]2[cH:9][cH:10][c:11]([NH:14][S:15](=[O:16])(=[O:17])[CH2:18][CH2:19][CH2:20][CH3:21])[cH:12][cH:13]2)[CH2:6][CH2:7]1>>[CH:2]1([NH:22][CH2:23][CH:24]([CH2:25][O:26][c:27]2[c:28]3[c:33]([c:34]([OH:37])[cH:35][cH:36]2)[NH:32][C:31](=[O:38])[CH2:30][CH2:29]3)[OH:39])[CH2:3][CH2:4][N:5]([c:8]2[cH:9][cH:10][c:11]([NH:14][S:15](=[O:16])(=[O:17])[CH2:18][CH2:19][CH2:20][CH3:21])[cH:12][cH:13]2)[CH2:6][CH2:7]1. The reactants are NCC(O)COc1ccc(O)c2c1CCC(=O)N2, CCCCS(=O)(=O)Nc1ccc(N2CCC(=O)CC2)cc1. Starting materials: C(=O)(O)[O-].[Na+] (NaHCO3), FC=1C=C(CNC(C(OC)OC)=O)C=CC1 (N-(3-Fluorobenzyl)-2,2-dimethoxyacetamide), S(O)(O)(=O)=O (sulfuric acid), Ice water. Reaction conditions: temperature 85 celsius, time 5 minute. Yields the product FC1=CC=C2C=C(N=CC2=C1)O (7-Fluoroisoquinolin-3-ol). Reaction SMILES: [F:1][C:2]1[CH:3]=[C:4]([CH:14]=[CH:15][CH:16]=1)[CH2:5][NH:6][C:7](=[O:13])[CH:8](OC)OC.S(=O)(=O)(O)O.C([O-])(O)=O.[Na+]>>[F:1][C:2]1[CH:3]=[C:4]2[C:14]([CH:8]=[C:7]([OH:13])[N:6]=[CH:5]2)=[CH:15][CH:16]=1 |f:2.3|. Procedure details: Into a RBF was added N-(3-Fluorobenzyl)-2,2-dimethoxyacetamide (1.53 g, 6.73 mmol) and sulfuric acid (18M; 3.4 mL, 61 mmol); this mixture was stirred at 85° C. for 5 min. Ice water was added and stirred, and then solid NaHCO3 was carefully added until the solution was neutralized. The aqueous layer was extracted with DCM. The DCM layer was dried over Na2SO4, filtered, and concentrated in vacuo to give the title compound. It was carried onto the next step without any further purification. HPLC: t... The reactants are CC1(C)C=CC=CC1, [Li]CCCC. Yields the product CC1(C)[C-]=CC=CC1, [Li+]. Reaction SMILES: [CH3:6][C:7]1([CH3:13])[CH:8]=[CH:9][CH:10]=[CH:11][CH2:12]1.[Li:1][CH2:2][CH2:3][CH2:4][CH3:5]>>[CH3:6][C:7]1([CH3:13])[C-:8]=[CH:9][CH:10]=[CH:11][CH2:12]1.[Li+:1].